Dataset: the Open Reaction Database (ORD), a public repository of structured organic reaction records. Task: describe an organic reaction: reactants, conditions, products, and yield Starting materials: C(C)(=S)[O-].[K+] (Potassium thioacetate), C(C1=CC=CC=C1)[C@H]1N(C(OC1)=O)C(C(C(C)C)CI)=O (4-(R)-benzyl-3-(2-iodomethyl-3-methylbutyryl)oxazolidin-2-one), O (water). Solvent: CN(C=O)C (N,N-dimethylformamide). Reaction conditions: time 3 hour. Yields the product C(C1=CC=CC=C1)[C@H]1N(C(OC1)=O)C([C@@H](C(C)C)CSC(C)=O)=O (4-(R)-Benzyl-3-(2-(R)-acetylthiomethyl-3-methylbutyryl)oxazolidin-2-one). Yield: 99.6%. As a reaction SMILES: [C:1]([O-:4])(=[S:3])[CH3:2].[K+].[CH2:6]([C@@H:13]1[CH2:17][O:16][C:15](=[O:18])[N:14]1[C:19](=[O:26])[CH:20]([CH2:24]I)[CH:21]([CH3:23])[CH3:22])[C:7]1[CH:12]=[CH:11][CH:10]=[CH:9][CH:8]=1.O>CN(C)C=O>[CH2:6]([C@@H:13]1[CH2:17][O:16][C:15](=[O:18])[N:14]1[C:19](=[O:26])[C@H:20]([CH2:24][S:3][C:1](=[O:4])[CH3:2])[CH:21]([CH3:22])[CH3:23])[C:7]1[CH:8]=[CH:9][CH:10]=[CH:11][CH:12]=1 |f:0.1|. Procedure details: Potassium thioacetate (19 g) was added to a solution of the 4-(R)-benzyl-3-(2-iodomethyl-3-methylbutyryl)oxazolidin-2-one (56 g) in N,N-dimethylformamide (200 ml), and the mixture was stirred for 3 h at room temperature, then poured into water (600 ml). The mixture was extracted with diethyl ether (2×500 ml) and the organic solvent washed with water and saturated brine, dried (Na2SO4) and evaporated to give the title compound as a pale amber oil (48.6 g). Yields the product CCN1CCN(C(=O)c2cccc(NC(=O)N3CCc4c(-c5cnc(N)nc5)nc(N5CCOCC5)nc43)c2)CC1. Reaction SMILES: [CH2:58]([CH3:59])[N:60]1[CH2:61][CH2:62][N:63]([C:66](=[O:67])[c:68]2[cH:69][c:70]([NH:74][C:75](=[O:76])[N:77]3[CH2:78][CH2:79][c:80]4[c:81]3[n:82][c:83]([N:111]3[CH2:112][CH2:113][O:114][CH2:115][CH2:116]3)[n:84][c:85]4-[c:86]3[cH:87][n:88][c:89]([N:92]([CH2:93][c:94]4[cH:95][cH:96][c:97]([O:98][CH3:99])[cH:100][cH:101]4)[CH2:102][c:103]4[cH:104][cH:105][c:106]([O:107][CH3:108])[cH:109][cH:110]4)[n:90][cH:91]3)[cH:71][cH:72][cH:73]2)[CH2:64][CH2:65]1.[CH3:1][O:2][c:3]1[cH:4][cH:5][c:6]([CH2:7][N:8]([CH2:9][c:10]2[cH:11][cH:12][c:13]([O:14][CH3:15])[cH:16][cH:17]2)[c:18]2[n:19][cH:20][c:21](-[c:22]3[c:23]4[c:27]([n:28][c:29]([N:30]5[CH2:31][CH2:32][O:33][CH2:34][CH2:35]5)[n:36]3)[NH:26][CH2:25][CH2:24]4)[cH:37][n:38]2)[cH:39][cH:40]1.[NH2:41][c:42]1[cH:43][c:44]([C:45]([N:46]2[CH2:47][CH2:48][N:49]([CH2:50][CH3:51])[CH2:52][CH2:53]2)=[O:54])[cH:55][cH:56][cH:57]1>>[CH2:58]([CH3:59])[N:60]1[CH2:61][CH2:62][N:63]([C:66](=[O:67])[c:68]2[cH:69][c:70]([NH:74][C:75](=[O:76])[N:77]3[CH2:78][CH2:79][c:80]4[c:81]3[n:82][c:83]([N:111]3[CH2:112][CH2:113][O:114][CH2:115][CH2:116]3)[n:84][c:85]4-[c:86]3[cH:87][n:88][c:89]([NH2:92])[n:90][cH:91]3)[cH:71][cH:72][cH:73]2)[CH2:64][CH2:65]1. Starting materials: CCN1CCN(C(=O)c2cccc(NC(=O)N3CCc4c(-c5cnc(N(Cc6ccc(OC)cc6)Cc6ccc(OC)cc6)nc5)nc(N5CCOCC5)nc43)c2)CC1, COc1ccc(CN(Cc2ccc(OC)cc2)c2ncc(-c3nc(N4CCOCC4)nc4c3CCN4)cn2)cc1, CCN1CCN(C(=O)c2cccc(N)c2)CC1. Starting materials: [N+](=O)([O-])C=1C=C(C(=O)Cl)C=CC1 (3-nitrobenzoylchloride), VIII, NC=1C=C(C(=O)NC(C(CCl)=O)(C)CC)C=CC1 (3-amino-N-(3-chloro-1-ethyl-1-methyl-2-oxopropyl)benzamide). Reagents/catalysts: [Pd] (palladium). Product: [N+](=O)([O-])C=1C=C(C(=O)NC(C(CCl)=O)(C)CC)C=CC1 (3-Nitro-N-(3-chloro-1-ethyl-1-methyl-2-oxopropyl)benzamide). RXN SMILES: [N+:1]([C:4]1[CH:5]=[C:6]([CH:10]=[CH:11][CH:12]=1)[C:7](Cl)=[O:8])([O-:3])=[O:2].NC1C=C(C=CC=1)C([NH:19][C:20]([CH2:26][CH3:27])([CH3:25])[C:21](=[O:24])[CH2:22][Cl:23])=O>[Pd]>[N+:1]([C:4]1[CH:5]=[C:6]([CH:10]=[CH:11][CH:12]=1)[C:7]([NH:19][C:20]([CH2:26][CH3:27])([CH3:25])[C:21](=[O:24])[CH2:22][Cl:23])=[O:8])([O-:3])=[O:2]. Procedure: 3-Nitro-N-(3-chloro-1-ethyl-1-methyl-2-oxopropyl)benzamide was prepared by reaction of 3-nitrobenzoylchloride with VIII as in scheme A (above), then converted to 3-amino-N-(3-chloro-1-ethyl-1-methyl-2-oxopropyl)benzamide by catalytic hydrogenation using palladium as the catalyst. The reactants are FC1=C(C=C(C=C1)S(=O)(=O)CCC)C#C[Si](C)(C)C ({[2-Fluoro-5-(propylsulfonyl)phenyl]ethynyl}trimethyl silane), COC1(C(S(C2=C1C=CC(=C2)Br)(=O)=O)(C)C)C (6-bromo-2,2,3-trimethyl-1,1-dioxido-2,3-dihydro-1-benzothien-3-yl methyl ether), COC1(C(S(C2=C1C=CC(=C2)Br)(=O)=O)(C)C)C (6-bromo-2,2,3-trimethyl-1,1-dioxido-2,3-dihydro-1-benzothien-3-yl methyl ether), C(C)(C)(C)OC(COC1=C(C=C(C=C1)Cl)C#C)=O (tert-butyl(4-chloro-2-ethynylphenoxy)acetate), C(C)(C)(C)OC(COC1=C(C=C(C=C1)Cl)C#C)=O (tert-butyl(4-chloro-2-ethynylphenoxy)acetate). Yields the product C(C)(C)(C)OC(COC1=C(C=C(C=C1)Cl)C#CC1=CC2=C(C(C(S2(=O)=O)(C)C)(C)OC)C=C1)=O (tert-butyl{4-chloro-2-[(3-methoxy-2,2,3-trimethyl-1,1-dioxido-2,3-dihydro-1-benzothien-6-yl)ethynyl]phenoxy}acetate). RXN SMILES: FC1C=CC(S(CCC)(=O)=O)=CC=1C#C[Si](C)(C)C.[C:20]([O:24][C:25](=[O:37])[CH2:26][O:27][C:28]1[CH:33]=[CH:32][C:31]([Cl:34])=[CH:30][C:29]=1[C:35]#[CH:36])([CH3:23])([CH3:22])[CH3:21].[CH3:38][O:39][C:40]1([CH3:54])[C:44]2[CH:45]=[CH:46][C:47](Br)=[CH:48][C:43]=2[S:42](=[O:51])(=[O:50])[C:41]1([CH3:53])[CH3:52]>>[C:20]([O:24][C:25](=[O:37])[CH2:26][O:27][C:28]1[CH:33]=[CH:32][C:31]([Cl:34])=[CH:30][C:29]=1[C:35]#[C:36][C:47]1[CH:46]=[CH:45][C:44]2[C:40]([O:39][CH3:38])([CH3:54])[C:41]([CH3:53])([CH3:52])[S:42](=[O:50])(=[O:51])[C:43]=2[CH:48]=1)([CH3:23])([CH3:22])[CH3:21]. Procedure details: Following the general method as outlined in Intermediate 107, starting from (4-chloro-2-ethynyl-phenoxy)-acetic acid tert-butyl ester (Intermediate 3) and 6-bromo-2,2,3-trimethyl-1,1-dioxido-2,3-dihydro-1-benzothien-3-yl methyl ether (Intermediate 250), the title compound was obtained after purification by flash column chromatography (silica), eluting with cyclohexane containing increasing amounts of EtOAc. Reactants: N1C=CC2=CC(=CC=C12)C=1N=C2C(=NC1)N(C=C2C(C(C)(C)C)=O)COCC[Si](C)(C)C (1-[2-(1H-Indol-5-yl)-5-(2-trimethylsilanyl-ethoxymethyl)-5H-pyrrolo[2,3-b]pyrazin-7-yl]-2,2-dimethyl-propan-1-one), EtOAc hexanes, C([O-])(O)=O.[Na+] (sodium bicarbonate), C[Si](C)(C)[N-][Si](C)(C)C.[Na+] (NaHMDS), Cl.ClCC1=NC=CC=C1 (2-Chloromethylpyridine hydrochloride). As a reaction SMILES: [NH:1]1[C:9]2[C:4](=[CH:5][C:6]([C:10]3[N:11]=[C:12]4[C:18]([C:19](=[O:24])[C:20]([CH3:23])([CH3:22])[CH3:21])=[CH:17][N:16]([CH2:25][O:26][CH2:27][CH2:28][Si:29]([CH3:32])([CH3:31])[CH3:30])[C:13]4=[N:14][CH:15]=3)=[CH:7][CH:8]=2)[CH:3]=[CH:2]1.C[Si]([N-][Si](C)(C)C)(C)C.[Na+].Cl.Cl[CH2:45][C:46]1[CH:51]=[CH:50][CH:49]=[CH:48][N:47]=1.C(=O)(O)[O-].[Na+]>CCOC(C)=O.CN(C=O)C>[CH3:21][C:20]([CH3:23])([CH3:22])[C:19]([C:18]1[C:12]2[C:13](=[N:14][CH:15]=[C:10]([C:6]3[CH:5]=[C:4]4[C:9](=[CH:8][CH:7]=3)[N:1]([CH2:45][C:46]3[CH:51]=[CH:50][CH:49]=[CH:48][N:47]=3)[CH:2]=[CH:3]4)[N:11]=2)[N:16]([CH2:25][O:26][CH2:27][CH2:28][Si:29]([CH3:31])([CH3:30])[CH3:32])[CH:17]=1)=[O:24] |f:1.2,3.4,5.6|. Product: CC(C(=O)C1=CN(C2=NC=C(N=C21)C=2C=C1C=CN(C1=CC2)CC2=NC=CC=C2)COCC[Si](C)(C)C)(C)C (2,2-Dimethyl-1-[2-(1-pyridin-2-ylmethyl-1H-indol-5-yl)-5-(2-trimethylsilanyl-ethoxymethyl)-5H-pyrrolo[2,3-b]pyrazin-7-yl]-propan-1-one). Run at time 20 minute. Reported procedure: To a DMF (1 mL) solution of 1-[2-(1H-Indol-5-yl)-5-(2-trimethylsilanyl-ethoxymethyl)-5H-pyrrolo[2,3-b]pyrazin-7-yl]-2,2-dimethyl-propan-1-one (50 mg, 0.11 mmol; prepared as described in Ex. 45, only using the Sem-protected starting material) was added NaHMDS (0.25 mL, 1M in THF) and stirred for 20 min at RT. 2-Chloromethylpyridine hydrochloride (21.6 mg, 0.13 mmol) was added in a single portion. After stirring for 1 hr at RT TLC analysis (25% EtOAc/hexanes) shows a new more-polar product. The re... The solvent is CN(C)C=O (DMF), hexanes, CCOC(=O)C (EtOAc). The reactants are C(=O)(C(F)(F)F)O.C(Cl)Cl (TFA DCM), BrC1=C(C(=O)NC(NC2=C(C3=C(COC(C3)(C)C)S2)C(=O)OC(C)(C)C)=S)C=CC=C1 (tert-butyl 2-(3-(2-bromobenzoyl)thioureido)-5,5-dimethyl-5,7-dihydro-4H-thieno[2,3-c]pyran-3-carboxylate). Conditions: time 1 hour. The product is BrC1=C(C(=O)NC(NC2=C(C3=C(COC(C3)(C)C)S2)C(=O)O)=S)C=CC=C1 (2-(3-(2-Bromobenzoyl)thioureido)-5,5-dimethyl-5,7-dihydro-4H-thieno[2,3-c]pyran-3-carboxylic acid). Isolated yield 68.8%. Reaction SMILES: C(O)(C(F)(F)F)=O.C(Cl)Cl.[Br:11][C:12]1[CH:41]=[CH:40][CH:39]=[CH:38][C:13]=1[C:14]([NH:16][C:17](=[S:37])[NH:18][C:19]1[S:29][C:22]2[CH2:23][O:24][C:25]([CH3:28])([CH3:27])[CH2:26][C:21]=2[C:20]=1[C:30]([O:32]C(C)(C)C)=[O:31])=[O:15]>>[Br:11][C:12]1[CH:41]=[CH:40][CH:39]=[CH:38][C:13]=1[C:14]([NH:16][C:17](=[S:37])[NH:18][C:19]1[S:29][C:22]2[CH2:23][O:24][C:25]([CH3:27])([CH3:28])[CH2:26][C:21]=2[C:20]=1[C:30]([OH:32])=[O:31])=[O:15] |f:0.1|. Reported procedure: A solution of 40% v/v TFA/DCM (13.4 mL) was added to tert-butyl 2-(3-(2-bromobenzoyl)thioureido)-5,5-dimethyl-5,7-dihydro-4H-thieno[2,3-c]pyran-3-carboxylate (0.25 g, 0.48 mmol) and the mixture was stirred at room temperature for 1 h. The volatiles were removed at 30° C. and the material was purified by reverse-phase chromatography (10-100% MeCN/water). 2-(3-(2-Bromobenzoyl)thioureido)-5,5-dimethyl-5,7-dihydro-4H-thieno[2,3-c]pyran-3-carboxylic acid (0.16 g, 0.33 mmol, 69% yield) was isolated as... Starting materials: COc1ccc2nc(NC(=O)C(CC3CCCC3)c3ccccc3)sc2n1, O=S(=O)(O)Cl, ClCCl. Yields the product COc1ccc2nc(NC(=O)C(CC3CCCC3)c3ccc(S(=O)(=O)Cl)cc3)sc2n1. As a reaction SMILES: [CH:6]1([CH2:11][CH:12]([C:13](=[O:14])[NH:15][c:16]2[s:17][c:18]3[n:19][c:20]([O:25][CH3:26])[cH:21][cH:22][c:23]3[n:24]2)[c:27]2[cH:28][cH:29][cH:30][cH:31][cH:32]2)[CH2:7][CH2:8][CH2:9][CH2:10]1.[Cl:1][S:2](=[O:3])(=[O:4])[OH:5].[Cl:33][CH2:34][Cl:35]>>[Cl:1][S:2](=[O:3])(=[O:5])[c:30]1[cH:29][cH:28][c:27]([CH:12]([CH2:11][CH:6]2[CH2:7][CH2:8][CH2:9][CH2:10]2)[C:13](=[O:14])[NH:15][c:16]2[s:17][c:18]3[n:19][c:20]([O:25][CH3:26])[cH:21][cH:22][c:23]3[n:24]2)[cH:32][cH:31]1. Starting materials: ClC=1C=C2C=C(N(C2=CC1)[N+](=O)[O-])C(=O)OCC (ethyl 5-chloro-nitro-1H-indole-2-carboxylate), ClC=1C=C2C=C(NC2=C(C1)Cl)C(=O)O (5,7-dichloro-1H-indole-2-carboxylic acid). The product is [N+](=O)([O-])C1=C2C=C(NC2=CC=C1Cl)C(=O)O (4-Nitro-5-chloro-1H-indole-2-carboxylic acid). Reaction SMILES: ClC1C=C2C(=CC=1)N([N+:11]([O-:13])=[O:12])C(C(OCC)=O)=C2.[Cl:19][C:20]1[CH:21]=[C:22]2[C:26](=[C:27](Cl)[CH:28]=1)[NH:25][C:24]([C:30]([OH:32])=[O:31])=[CH:23]2>>[N+:11]([C:21]1[C:20]([Cl:19])=[CH:28][CH:27]=[C:26]2[C:22]=1[CH:23]=[C:24]([C:30]([OH:32])=[O:31])[NH:25]2)([O-:13])=[O:12]. Procedure details: The title compound was prepared by hydrolysis of ethyl 5-chloro-nitro-1H-indole-2-carboxylate as described for the preparation of 5,7-dichloro-1H-indole-2-carboxylic acid.